From a dataset of the Open Reaction Database (ORD), a public repository of structured organic reaction records. describe an organic reaction: reactants, conditions, products, and yield Starting materials: Cl.NCC(=O)C1=CC=C2CC(NC2=C1)=O (6-(2-aminoethanoyl)-1,3-dihydroindol-2-one hydrochloride), C(C1=CC=CC=C1)C1CCN(CC1)CC(=O)O ((4-benzylpiperidin-1-yl)acetic acid). Product: C(C1=CC=CC=C1)C1CCN(CC1)CC(=O)NCC(C=1C=C2CC(NC2=CC1)=O)=O (2-(4-benzyl-piperidin-1-yl)-N-[2-oxo-2-(2-oxo-2,3-dihydro-1H-indol-5-yl)ethyl]acetamide). As a reaction SMILES: Cl.NCC([C:6]1[CH:14]=[C:13]2[C:9]([CH2:10][C:11](=[O:15])[NH:12]2)=[CH:8][CH:7]=1)=O.[CH2:16]([CH:23]1[CH2:28][CH2:27][N:26]([CH2:29][C:30]([OH:32])=O)[CH2:25][CH2:24]1)[C:17]1[CH:22]=[CH:21][CH:20]=[CH:19][CH:18]=1>>[CH2:16]([CH:23]1[CH2:24][CH2:25][N:26]([CH2:29][C:30]([NH:26][CH2:29][C:30](=[O:32])[C:7]2[CH:8]=[C:9]3[C:13](=[CH:14][CH:6]=2)[NH:12][C:11](=[O:15])[CH2:10]3)=[O:32])[CH2:27][CH2:28]1)[C:17]1[CH:18]=[CH:19][CH:20]=[CH:21][CH:22]=1 |f:0.1|. Reported procedure: Condensation of 6-(2-aminoethanoyl)-1,3-dihydroindol-2-one hydrochloride with (4-benzylpiperidin-1-yl)acetic acid, following the procedure described in Example 6, Step 6, gave 2-(4-benzyl-piperidin-1-yl)-N-[2-oxo-2-(2-oxo-2,3-dihydro-1H-indol-5-yl)ethyl]acetamide: The reactants are CCOC(=O)C.CCCCCC (EtOAc hexane), O1C(CCCC1)OC=1C=C(C=CC1)C12OCC(CC1)(CC2)CCC2C(C2)C(=O)OC (Methyl 2-(2-(1-(3-(tetrahydro-2H-pyran-2-yloxy)phenyl)-2-oxabicyclo[2.2.2]octan-4-yl)ethyl)cyclopropanecarboxylate), CC1=CC=C(C=C1)S(=O)(=O)[O-].C1=CC=[NH+]C=C1 (PPTS). RXN SMILES: O1CCCCC1[O:7][C:8]1[CH:9]=[C:10]([C:14]23[CH2:21][CH2:20][C:17]([CH2:22][CH2:23][CH:24]4[CH2:26][CH:25]4[C:27]([O:29][CH3:30])=[O:28])([CH2:18][CH2:19]2)[CH2:16][O:15]3)[CH:11]=[CH:12][CH:13]=1.CC1C=CC(S([O-])(=O)=O)=CC=1.C1C=C[NH+]=CC=1.CCOC(C)=O.CCCCCC>CO>[OH:7][C:8]1[CH:9]=[C:10]([C:14]23[CH2:21][CH2:20][C:17]([CH2:22][CH2:23][CH:24]4[CH2:26][CH:25]4[C:27]([O:29][CH3:30])=[O:28])([CH2:18][CH2:19]2)[CH2:16][O:15]3)[CH:11]=[CH:12][CH:13]=1 |f:1.2,3.4|. Conditions: temperature 50 celsius, time 3 hour. Yields the product OC=1C=C(C=CC1)C12OCC(CC1)(CC2)CCC2C(C2)C(=O)OC (methyl 2-(2-(1-(3-hydroxyphenyl)-2-oxabicyclo[2.2.2]octan-4-yl)ethyl)cyclopropanecarboxylate). Yield: 100.0%. The solvent is CO (MeOH). Reported procedure: A mixture of methyl 2-(2-(1-(3-((tetrahydro-2H-pyran-2-yl)oxy)phenyl)-2-oxabicyclo[2.2.2]octan-4-yl)ethyl)cyclopropanecarboxylate (61A; 8.8 g, 21.2 mmol), and PPTS (1.07 g, 4.25 mmol) in MeOH (50 mL) was stirred at 50° C. for 3 h, then was cooled to rt and concentrated in vacuo. The residual crude oil was chromatographed (SiO2; gradient with 0% to 30% EtOAc/hexane over 20 min to give methyl 2-(2-(1-(3-hydroxyphenyl)-2-oxabicyclo[2.2.2]octan-4-yl)ethyl)cyclopropanecarboxylate (racemate; 7.0 g, 21... Product: Cc1c(C(=O)Nc2ccc(S(C)(=O)=O)cc2)c[nH]c1-c1ccc(F)cc1Cl. Reactants: C1CCOC1, CS(=O)(=O)c1ccc(N)cc1, CCN(C(C)C)C(C)C, O=C(Cl)C(=O)Cl, Cc1c(C(=O)O)c[nH]c1-c1ccc(F)cc1Cl, ClCCl, Cl. RXN SMILES: [CH2:48]1[O:49][CH2:50][CH2:51][CH2:52]1.[CH3:25][S:26](=[O:27])(=[O:28])[c:29]1[cH:30][cH:31][c:32]([NH2:33])[cH:34][cH:35]1.[CH:36]([N:37]([CH2:38][CH3:39])[CH:40]([CH3:41])[CH3:42])([CH3:43])[CH3:44].[Cl:18][C:19]([C:20]([Cl:21])=[O:22])=[O:23].[Cl:1][c:2]1[c:3](-[c:9]2[c:10]([CH3:17])[c:11]([C:14](=[O:15])[OH:16])[cH:12][nH:13]2)[cH:4][cH:5][c:6]([F:8])[cH:7]1.[Cl:45][CH2:46][Cl:47].[ClH:24]>>[Cl:1][c:2]1[c:3](-[c:9]2[c:10]([CH3:17])[c:11]([C:14](=[O:16])[NH:33][c:32]3[cH:31][cH:30][c:29]([S:26]([CH3:25])(=[O:27])=[O:28])[cH:35][cH:34]3)[cH:12][nH:13]2)[cH:4][cH:5][c:6]([F:8])[cH:7]1. Starting materials: BrC=1C=C2C=CC(=CC2=CC1)S(=O)(=O)C1=C(C=CC=C1)[C@H](C)O ((1S)-1-{2-[(6-bromo-2-naphthyl)sulfonyl]phenyl}ethanol), FC1=CC=C(C=C1)B(O)O (4-fluorobenzeneboronic acid). Yields the product FC1=CC=C(C=C1)C=1C=C2C=CC(=CC2=CC1)S(=O)(=O)C1=C(C=CC=C1)[C@H](C)O ((1S)-1-(2-{[6-(4-fluorophenyl)-2-naphthyl]sulfonyl}phenyl)ethanol). Yield: 83.5%. Reaction SMILES: Br[C:2]1[CH:3]=[C:4]2[C:9](=[CH:10][CH:11]=1)[CH:8]=[C:7]([S:12]([C:15]1[CH:20]=[CH:19][CH:18]=[CH:17][C:16]=1[C@@H:21]([OH:23])[CH3:22])(=[O:14])=[O:13])[CH:6]=[CH:5]2.[F:24][C:25]1[CH:30]=[CH:29][C:28](B(O)O)=[CH:27][CH:26]=1>>[F:24][C:25]1[CH:30]=[CH:29][C:28]([C:2]2[CH:3]=[C:4]3[C:9](=[CH:10][CH:11]=2)[CH:8]=[C:7]([S:12]([C:15]2[CH:20]=[CH:19][CH:18]=[CH:17][C:16]=2[C@@H:21]([OH:23])[CH3:22])(=[O:14])=[O:13])[CH:6]=[CH:5]3)=[CH:27][CH:26]=1. Procedure details: The title compound was prepared from (1S)-1-{2-[(6-bromo-2-naphthyl)sulfonyl]phenyl}ethanol (2.0 g, 5.1 mmol) and 4-fluorobenzeneboronic acid (1.1 g, 7.6 mmol) according to the methods of Example 2 Step 1. Crude product was first purified by flash column chromatography eluting with a 20-80% diethyl ether/isohexane gradient then a second flash column chromatography eluting with 10% diethyl ether/dichloromethane. Crystallisation from methanol/H2O gave (1S)-1-(2-{[6-(4-fluorophenyl)-2-naphthyl]sulf...